This data is from the Open Reaction Database (ORD), a public repository of structured organic reaction records. The task is: describe an organic reaction: reactants, conditions, products, and yield The reactants are FCC1CNCCO1 (2-fluoromethylmorpholine), C(C)OC(CC1=NC(=CC(=N1)Cl)OC)=O ((4-chloro-6-methoxypyrimidin-2-yl)acetic acid ethyl ester), [Na+].[Cl-] (NaCl). The solvent is C(C)N(CC)CC (triethylamine), CS(=O)C (DMSO). Reaction conditions: temperature 85 celsius. The product is C(C)OC(CC=1NC(C=C(N1)N1CC(OCC1)CF)=O)=O ((±)-[4-(2-fluoromethylmorpholin-4-yl)-6-oxo-1,6-dihydropyrimidin-2-yl]acetic acid ethyl ester). The yield is 50.4%. Reaction SMILES: [F:1][CH2:2][CH:3]1[O:8][CH2:7][CH2:6][NH:5][CH2:4]1.[CH2:9]([O:11][C:12](=[O:23])[CH2:13][C:14]1[N:19]=[C:18](Cl)[CH:17]=[C:16]([O:21]C)[N:15]=1)[CH3:10].[Na+].[Cl-]>CS(C)=O.C(N(CC)CC)C>[CH2:9]([O:11][C:12](=[O:23])[CH2:13][C:14]1[NH:15][C:16](=[O:21])[CH:17]=[C:18]([N:5]2[CH2:6][CH2:7][O:8][CH:3]([CH2:2][F:1])[CH2:4]2)[N:19]=1)[CH3:10] |f:2.3|. Procedure: In a 50 ml round-bottomed flask, 680 mg of 2-fluoromethylmorpholine (Yoshikazu Jinho et al.; J. Med. Chem., 37(17), 2791-2796; 1994) and 0.63 g of (4-chloro-6-methoxypyrimidin-2-yl)acetic acid ethyl ester (example 8b, step 2b) are placed in 15 ml of DMSO and 1,013 ml of triethylamine. The reaction medium is heated for 18 h at 85° C. The reaction medium is poured into a saturated NaCl solution and the mixture is extracted with 3 times 25 ml of ethyl acetate. The organic extracts are combined and ... Starting materials: c1ccc2c3c([nH]c2c1)CNCC3, O=C(OCc1ccccc1)ON1C(=O)CCC1=O, C1CCOC1. Yields the product O=C(OCc1ccccc1)N1CCc2c([nH]c3ccccc23)C1. Reaction SMILES: [CH2:19]1[NH:20][CH2:21][CH2:22][c:23]2[c:24]3[cH:25][cH:26][cH:27][cH:28][c:29]3[nH:30][c:31]21.[CH2:1]([c:2]1[cH:3][cH:4][cH:5][cH:6][cH:7]1)[O:8][C:9]([O:11][N:10]1[C:12](=[O:13])[CH2:14][CH2:15][C:16]1=[O:17])=[O:18].[O:32]1[CH2:33][CH2:34][CH2:35][CH2:36]1>>[CH2:1]([c:2]1[cH:3][cH:4][cH:5][cH:6][cH:7]1)[O:8][C:9](=[O:11])[N:20]1[CH2:19][c:31]2[c:23]([c:24]3[cH:25][cH:26][cH:27][cH:28][c:29]3[nH:30]2)[CH2:22][CH2:21]1. Reactants: Cl (HCl), OC=1C(=C(C2=C(CCC(O2)(CC#N)C)C1C)C)C (rac.-3,4-dihydro-6-hydroxy-2,5,7,8-tetramethyl-2H-1-benzopyran-2-acetonitrile), [OH-].[K+] (KOH), C(CO)O (ethylene glycol). Run in O (water), O (water). Product: OC=1C(=C(C2=C(CCC(O2)(C)CC(=O)O)C1C)C)C (rac.-(6-hydroxy-3,4-dihydro-2,5,7,8-tetramethyl-2H-1-benzopyran-2-yl)acetic acid). The yield is 75.0%. RXN SMILES: [OH:1][C:2]1[C:3]([CH3:18])=[C:4]([CH3:17])[C:5]2[O:10][C:9](C)([CH2:11]C#N)[CH2:8][CH2:7][C:6]=2[C:15]=1[CH3:16].[OH-:19].[K+].[CH2:21]([OH:24])[CH2:22]O.Cl>O>[OH:1][C:2]1[C:3]([CH3:18])=[C:4]([CH3:17])[C:5]2[O:10][C:9]([CH2:22][C:21]([OH:24])=[O:19])([CH3:11])[CH2:8][CH2:7][C:6]=2[C:15]=1[CH3:16] |f:1.2|. Reported procedure: A mixture of the rac.-3,4-dihydro-6-hydroxy-2,5,7,8-tetramethyl-2H-1-benzopyran-2-acetonitrile from Example 7 (14.8 g), 10.2 g (155 mmoles) of 85% KOH, 9 ml of water and 83 ml of ethylene glycol was stirred and refluxed for 17.5 hr. The resulting solution was cooled to room temperature and diluted with 250 ml of water. The pH of the solution was adjusted to 8 with 3 N aqueous HCl and the resulting mixture was extracted with three portions of ether (the ether extracts were discarded). The aqueous... Reactants: C(=O)(O)CCC(=O)N(C)C=1C(=C(COC=2C=CC=C3C=CC(=NC23)C)C(=CC1)Cl)Cl (8-[3-[N-(3-carboxypropionyl)-N-methylamino]-2,6-dichlorobenzyloxy]-2-methylquinoline), NC=1C=C(C(=O)NC)C=CC1 (3-amino-N-methylbenzamide), Cl.C(C)N=C=NCCCN(C)C (1-ethyl-3-(3-dimethylaminopropyl)carbodiimide hydrochloride), ON1N=NC2=C1C=CC=C2 (1-hydroxybenzotriazole). Run in ClCCl (dichloromethane). Run at time 12 hour. The product is ClC1=C(COC=2C=CC=C3C=CC(=NC23)C)C(=CC=C1N(C)C(CCC(NC1=CC(=CC=C1)C(NC)=O)=O)=O)Cl (8-[2,6-dichloro-3-[N-[3-[N-(3-methylcarbamoylphenyl)carbamoyl]propionyl]-N-methylamino]benzyloxy]-2-methylquinoline). Isolated yield 57.2%. Reaction SMILES: [C:1]([CH2:4][CH2:5][C:6]([N:8]([C:10]1[C:11]([Cl:30])=[C:12]([C:26]([Cl:29])=[CH:27][CH:28]=1)[CH2:13][O:14][C:15]1[CH:16]=[CH:17][CH:18]=[C:19]2[C:24]=1[N:23]=[C:22]([CH3:25])[CH:21]=[CH:20]2)[CH3:9])=[O:7])([OH:3])=O.[NH2:31][C:32]1[CH:33]=[C:34]([CH:39]=[CH:40][CH:41]=1)[C:35]([NH:37][CH3:38])=[O:36].Cl.C(N=C=NCCCN(C)C)C.ON1C2C=CC=CC=2N=N1>ClCCl>[Cl:30][C:11]1[C:10]([N:8]([C:6](=[O:7])[CH2:5][CH2:4][C:1](=[O:3])[NH:31][C:32]2[CH:41]=[CH:40][CH:39]=[C:34]([C:35](=[O:36])[NH:37][CH3:38])[CH:33]=2)[CH3:9])=[CH:28][CH:27]=[C:26]([Cl:29])[C:12]=1[CH2:13][O:14][C:15]1[CH:16]=[CH:17][CH:18]=[C:19]2[C:24]=1[N:23]=[C:22]([CH3:25])[CH:21]=[CH:20]2 |f:2.3|. Reported procedure: to amixture of 8-[3-[N-(3-carboxypropionyl)-N-methylamino]-2,6-dichlorobenzyloxy]-2-methylquinoline (139 mg), 3-amino-N-methylbenzamide (51.3 mg) and anhydrous dichloromethane (4 ml) were added 1-ethyl-3-(3-dimethylaminopropyl)carbodiimide hydrochloride (71.5 mg) and 1-hydroxybenzotriazole (54.6 mg). The mixture was stirred for 12 hours at ambient temperature ans washed with water. The organic layer was dried over magnesium sulfate and evaporated in vacuo. The residue was purifed by preparative ... The reactants are O.[OH-].[Li+] (lithium hydroxide monohydrate), BrC=1C=C(C(N(C1)C)=O)NC1=NN(C=C1)C1CC1 (5-Bromo-3-(1-cyclopropyl-1H-pyrazol-3-ylamino)-1-methylpyridin-2(1H)-one), C(C)(=O)OCC1=C(C=CC=C1B1OC(C(O1)(C)C)(C)C)N1C(C2=CC=C(C=C2C1)C(C)(C)C)=O (2-(5-tert-Butyl-1-oxoisoindolin-2-yl)-6-(4,4,5,5-tetramethyl-1,3,2-dioxaborolan-2-yl)benzyl Acetate), C([O-])([O-])=O.[Na+].[Na+] (sodium carbonate). Reagents/catalysts: C=1C=CC(=CC1)[P](C=2C=CC=CC2)(C=3C=CC=CC3)[Pd]([P](C=4C=CC=CC4)(C=5C=CC=CC5)C=6C=CC=CC6)([P](C=7C=CC=CC7)(C=8C=CC=CC8)C=9C=CC=CC9)[P](C=1C=CC=CC1)(C=1C=CC=CC1)C=1C=CC=CC1 (tetrakis(triphenylphosphine)palladium(0)). Run in C(C)(=O)OCC (ethyl acetate), O (water), O (water), O1CCOCC1 (1,4-dioxane), CN(C)C=O (DMF). Run at time 4 hour. Product: C(C)(C)(C)C=1C=C2CN(C(C2=CC1)=O)C1=C(C(=CC=C1)C1=CN(C(C(=C1)NC1=NN(C=C1)C1CC1)=O)C)CO (5-tert-Butyl-2-(3-(5-(1-cyclopropyl-1H-pyrazol-3-ylamino)-1-methyl-6-oxo-1,6-dihydropyridin-3-yl)-2-(hydroxymethyl)phenyl)isoindolin-1-one). Isolated yield 39.3%. RXN SMILES: Br[C:2]1[CH:3]=[C:4]([NH:10][C:11]2[CH:15]=[CH:14][N:13]([CH:16]3[CH2:18][CH2:17]3)[N:12]=2)[C:5](=[O:9])[N:6]([CH3:8])[CH:7]=1.C([O:22][CH2:23][C:24]1[C:29](B2OC(C)(C)C(C)(C)O2)=[CH:28][CH:27]=[CH:26][C:25]=1[N:39]1[CH2:47][C:46]2[C:41](=[CH:42][CH:43]=[C:44]([C:48]([CH3:51])([CH3:50])[CH3:49])[CH:45]=2)[C:40]1=[O:52])(=O)C.C(=O)([O-])[O-].[Na+].[Na+].O.[OH-].[Li+]>C(OCC)(=O)C.O.C1C=CC([P]([Pd]([P](C2C=CC=CC=2)(C2C=CC=CC=2)C2C=CC=CC=2)([P](C2C=CC=CC=2)(C2C=CC=CC=2)C2C=CC=CC=2)[P](C2C=CC=CC=2)(C2C=CC=CC=2)C2C=CC=CC=2)(C2C=CC=CC=2)C2C=CC=CC=2)=CC=1.O1CCOCC1.CN(C=O)C>[C:48]([C:44]1[CH:45]=[C:46]2[C:41](=[CH:42][CH:43]=1)[C:40](=[O:52])[N:39]([C:25]1[CH:26]=[CH:27][CH:28]=[C:29]([C:2]3[CH:3]=[C:4]([NH:10][C:11]4[CH:15]=[CH:14][N:13]([CH:16]5[CH2:18][CH2:17]5)[N:12]=4)[C:5](=[O:9])[N:6]([CH3:8])[CH:7]=3)[C:24]=1[CH2:23][OH:22])[CH2:47]2)([CH3:51])([CH3:49])[CH3:50] |f:2.3.4,5.6.7,^1:72,74,93,112|. Procedure details: A 50-mL three-neck round-bottomed flask equipped with a reflux condenser, magnetic stirrer and nitrogen inlet was charged with 115a (263 mg, 0.850 mmol), 103f (473 mg, 1.02 mmol), sodium carbonate (270 mg, 2.55 mmol), DMF (5 mL), water (2.5 mL) and 1,4-dioxane (8 mL). After bubbling nitrogen through the resulting suspension for 30 min, tetrakis(triphenylphosphine)palladium(0) (98 mg, 0.085 mmol) was added, and the reaction mixture was heated at reflux for 14 h. After this time, the mixture was c...